The task is: describe an organic reaction: reactants, conditions, products, and yield. This data is from the Open Reaction Database (ORD), a public repository of structured organic reaction records. Starting materials: CCOC(=O)CP(=O)(OCC)OCC, CN(C)C=O, CC(C)(C)OC(=O)n1nc(-c2cccc(F)c2)c2cc(C=O)ccc21, [H-], [Na+], O. Yields the product CCOC(=O)C=Cc1ccc2c(c1)c(-c1cccc(F)c1)nn2C(=O)OC(C)(C)C. RXN SMILES: [CH2:1]([O:2][P:3]([O:4][CH2:5][CH3:6])(=[O:7])[CH2:9][C:10](=[O:11])[O:12][CH2:13][CH3:14])[CH3:8].[CH3:43][N:44]([CH3:45])[CH:46]=[O:47].[F:17][c:18]1[cH:19][c:20](-[c:24]2[n:25][n:26]([C:35](=[O:36])[O:37][C:38]([CH3:39])([CH3:40])[CH3:41])[c:27]3[cH:28][cH:29][c:30]([CH:33]=[O:34])[cH:31][c:32]23)[cH:21][cH:22][cH:23]1.[H-:15].[Na+:16].[OH2:42]>>[CH:9]([C:10](=[O:11])[O:12][CH2:13][CH3:14])=[CH:33][c:30]1[cH:29][cH:28][c:27]2[n:26]([C:35](=[O:36])[O:37][C:38]([CH3:39])([CH3:40])[CH3:41])[n:25][c:24](-[c:20]3[cH:19][c:18]([F:17])[cH:23][cH:22][cH:21]3)[c:32]2[cH:31]1. Product: COc1c(C)c(C)c(OC)c(CCC(C)(O)CO)c1C. Starting materials: COc1c(C)c(C)c(OC)c(CC2OC2(C)CO)c1C, CO, [H][H], O. As a reaction SMILES: [CH3:1][O:2][c:3]1[c:4]([CH2:14][CH:15]2[C:16]([CH2:17][OH:18])([CH3:19])[O:20]2)[c:5]([CH3:13])[c:6]([O:11][CH3:12])[c:7]([CH3:10])[c:8]1[CH3:9].[CH3:23][OH:24].[H:21][H:22].[OH2:25]>>[CH3:1][O:2][c:3]1[c:4]([CH2:14][CH2:15][C:16]([CH2:17][OH:18])([CH3:19])[OH:20])[c:5]([CH3:13])[c:6]([O:11][CH3:12])[c:7]([CH3:10])[c:8]1[CH3:9]. The reactants are [OH-].[Na+] (sodium hydroxide), N1=CC=C(C=C1)CNS(O)(=O)=O (N-(4-pyridylmethyl)sulfamic acid), C1CS1 (ethylene sulfide). The reagents and catalysts are [N+](=O)([O-])[O-].[Ag+] (silver nitrate). Run in O (water), O (water), O (water). The product is [OH-].SCC[N+]1=CC=C(C=C1)CNS(=O)(=O)O (1-(2-mercaptoethyl)-4-sulfoaminomethylpyridinium hydroxide). Reaction SMILES: [N:1]1[CH:6]=[CH:5][C:4]([CH2:7][NH:8][S:9](=[O:12])(=[O:11])[OH:10])=[CH:3][CH:2]=1.[OH-].[Na+].[CH2:15]1[S:17][CH2:16]1>O.[N+]([O-])([O-])=O.[Ag+]>[OH-:10].[SH:17][CH2:16][CH2:15][N+:1]1[CH:6]=[CH:5][C:4]([CH2:7][NH:8][S:9]([OH:10])(=[O:11])=[O:12])=[CH:3][CH:2]=1 |f:1.2,5.6,7.8|. Procedure: A suspension of N-(4-pyridylmethyl)sulfamic acid (800 ml, 4.25 mmol) in water (5.0 ml) was adjusted to pH 7.0 with aqueous sodium hydroxide solution (2.5N). The resulting solution was treated with a solution of silver nitrate (723 ml, 4.25 mmol) in water (3.0 ml) to give a white suspension. Additional water (5.0 ml) was added to facilitate stirring and the mixture was treated with ethylene sulfide (0.280 ml, 4.67 mmol). Starting materials: C(\C=C\C(=O)O)(=O)OC (methyl hydrogen fumarate), C(C1=CC=CC=C1)NC(CCl)=O (N-benzyl chloroacetamide), C(O)([O-])=O.[Cs+] (cesium hydrogen carbonate). Run in CN1CCCC1=O (NMP). Product: C(\C=C\C(=O)OCC(NCC1=CC=CC=C1)=O)(=O)OC (Methyl [N-benzylcarbamoyl]methyl (2E)but-2-ene-1,4-dioate). The yield is 52.5%. Reaction SMILES: [C:1]([O:8][CH3:9])(=[O:7])/[CH:2]=[CH:3]/[C:4]([OH:6])=[O:5].[CH2:10]([NH:17][C:18](=[O:21])[CH2:19]Cl)[C:11]1[CH:16]=[CH:15][CH:14]=[CH:13][CH:12]=1.C(=O)([O-])O.[Cs+]>CN1C(=O)CCC1>[C:1]([O:8][CH3:9])(=[O:7])/[CH:2]=[CH:3]/[C:4]([O:6][CH2:19][C:18](=[O:21])[NH:17][CH2:10][C:11]1[CH:16]=[CH:15][CH:14]=[CH:13][CH:12]=1)=[O:5] |f:2.3|. Procedure: Following general procedure A, methyl hydrogen fumarate (MHF) (0.50 g, 3.85 mmol) dissolved in NMP was reacted at ca. 55° C. with N-benzyl chloroacetamide (0.84 g, 4.61 mmol) in the presence of CsHCO3 (0.89 g, 4.61 mmol) to afford 0.56 g (53% yield) of the title compound (2) as a white solid after purification by mass-guided preparative HPLC and lyophilization. 1H NMR (CDCl3, 400 MHz): δ 7.36-7.26 (m, 5H), 6.94-6.88 (m, 2H), 6.19 (br s, 1H), 4.73 (s, 2H), 4.51 (d, J=5.6 Hz, 2H), 3.81 (s, 3H). MS... Reactants: N1=CC=CC=C1 (pyridine), ClC(=O)OC1=CC=CC=C1 (phenyl chloroformate), C1(=NC=CC2=CC=CC=C12)N (Isoquinolin-1-amine). The solvent is O (water), C(C)#N (acetonitrile). Reaction conditions: time 1 hour. The product is C1(=NC=CC2=CC=CC=C12)NC(OC1=CC=CC=C1)=O (phenyl isoquinolin-1-ylcarbamate). The yield is 51.8%. Reaction SMILES: [C:1]1([NH2:11])[C:10]2[C:5](=[CH:6][CH:7]=[CH:8][CH:9]=2)[CH:4]=[CH:3][N:2]=1.N1C=CC=CC=1.Cl[C:19]([O:21][C:22]1[CH:27]=[CH:26][CH:25]=[CH:24][CH:23]=1)=[O:20]>C(#N)C.O>[C:1]1([NH:11][C:19](=[O:20])[O:21][C:22]2[CH:27]=[CH:26][CH:25]=[CH:24][CH:23]=2)[C:10]2[C:5](=[CH:6][CH:7]=[CH:8][CH:9]=2)[CH:4]=[CH:3][N:2]=1. Procedure: Isoquinolin-1-amine (300 mg, 2.08 mmol) was dissolved in acetonitrile. The reaction mixture was added pyridine (0.02 mL, 2.50 mmol) and phenyl chloroformate (0.27 mL, 2.18 mmol) and stirred at room temperature for 1 h. The reaction mixture was diluted with water and extracted with ethyl acetate. The organic layer was concentrated under reduced pressure. The crude was purified by column chromatography to give phenyl isoquinolin-1-ylcarbamate (285 mg, 52%). Starting materials: N[C@H]1[C@@H](CCCC1)CC1=CC(=C(C=C1)N1CC(N(S1(=O)=O)CC[Si](C)(C)C)=O)OCC1=CC=CC=C1 (5-[4-((1S*,2R*)-2-aminocyclohexylmethyl)-2-benzyloxyphenyl]-1,1-dioxo-2-(2-trimethylsilanylethyl)-1,2,5-thiadiazolidin-3-one), C(C)(C)N(CC)C(C)C (diisopropylethylamine), C(C)(=O)OCC (Ethyl acetate), C(C)(=O)Cl (acetyl chloride). The solvent is C(Cl)Cl (methylene chloride). Run at time 24 hour. Yields the product C(C1=CC=CC=C1)OC=1C=C(C[C@H]2[C@@H](CCCC2)NC(C)=O)C=CC1N1S(N(C(C1)=O)CC[Si](C)(C)C)(=O)=O (N-((1R*,2S*)-2-{3-Benzyloxy-4-[1,1,4-trioxo-5-(2-trimethylsilanylethyl)-1,2,5-thiadiazolidin-2-yl]-benzyl}-cyclohexyl)-acetamide). RXN SMILES: [NH2:1][C@@H:2]1[CH2:7][CH2:6][CH2:5][CH2:4][C@H:3]1[CH2:8][C:9]1[CH:14]=[CH:13][C:12]([N:15]2[S:19](=[O:21])(=[O:20])[N:18]([CH2:22][CH2:23][Si:24]([CH3:27])([CH3:26])[CH3:25])[C:17](=[O:28])[CH2:16]2)=[C:11]([O:29][CH2:30][C:31]2[CH:36]=[CH:35][CH:34]=[CH:33][CH:32]=2)[CH:10]=1.C(N(C(C)C)CC)(C)C.[C:46](Cl)(=[O:48])[CH3:47].C(OCC)(=O)C>C(Cl)Cl>[CH2:30]([O:29][C:11]1[CH:10]=[C:9]([CH:14]=[CH:13][C:12]=1[N:15]1[CH2:16][C:17](=[O:28])[N:18]([CH2:22][CH2:23][Si:24]([CH3:26])([CH3:27])[CH3:25])[S:19]1(=[O:21])=[O:20])[CH2:8][C@@H:3]1[CH2:4][CH2:5][CH2:6][CH2:7][C@H:2]1[NH:1][C:46](=[O:48])[CH3:47])[C:31]1[CH:32]=[CH:33][CH:34]=[CH:35][CH:36]=1. Procedure: To a solution of 5-[4-((1S*,2R*)-2-aminocyclohexylmethyl)-2-benzyloxyphenyl]-1,1-dioxo-2-(2-trimethylsilanylethyl)-1,2,5-thiadiazolidin-3-one in methylene chloride (5 mL) is added diisopropylethylamine (93 mg, 0.72 mmol) followed by acetyl chloride (36 mg, 0.458 mmol) and the mixture is stirred at RT for 24 h. Ethyl acetate is added and the mixture is washed with 1N HCl and brine. The organic phase is dried over magnesium sulfate and the solvent removed under reduced pressure. The residue is pur... Starting materials: C(C)(C)(C)OC(NC1=C(C=C(C(=C1)N(C)C)C(F)(F)F)NC(CC(=O)C1=CC(=CC=C1)C1=CC(=NC(=C1)C)C)=O)=O ((5-dimethylamino-2-{3-[3-(2,6-dimethyl-pyridin-4-yl)-phenyl]-3-oxo-propionylamino}-4-trifluoromethyl-phenyl)-carbamic acid tert-butyl ester), C(=O)(C(F)(F)F)O (TFA). Run in C(Cl)Cl (CH2Cl2). Yields the product CN(C1=CC2=C(NC(CC(=N2)C2=CC(=CC=C2)C2=CC(=NC(=C2)C)C)=O)C=C1C(F)(F)F)C (7-Dimethylamino-4-[3-(2,6-dimethyl-pyridin-4-yl)-phenyl]-8-trifluoromethyl-1,3-dihydro-benzo[b][1,4]diazepin-2-one), solid. The yield is 67.0%. As a reaction SMILES: C(OC(=O)[NH:7][C:8]1[CH:13]=[C:12]([N:14]([CH3:16])[CH3:15])[C:11]([C:17]([F:20])([F:19])[F:18])=[CH:10][C:9]=1[NH:21][C:22](=[O:40])[CH2:23][C:24]([C:26]1[CH:31]=[CH:30][CH:29]=[C:28]([C:32]2[CH:37]=[C:36]([CH3:38])[N:35]=[C:34]([CH3:39])[CH:33]=2)[CH:27]=1)=O)(C)(C)C.C(O)(C(F)(F)F)=O>C(Cl)Cl>[CH3:15][N:14]([CH3:16])[C:12]1[C:11]([C:17]([F:20])([F:19])[F:18])=[CH:10][C:9]2[NH:21][C:22](=[O:40])[CH2:23][C:24]([C:26]3[CH:31]=[CH:30][CH:29]=[C:28]([C:32]4[CH:33]=[C:34]([CH3:39])[N:35]=[C:36]([CH3:38])[CH:37]=4)[CH:27]=3)=[N:7][C:8]=2[CH:13]=1. Reported procedure: The title compound was prepared from (5-dimethylamino-2-{3-[3-(2,6-dimethyl-pyridin-4-yl)-phenyl]-3-oxo-propionylamino}-4-trifluoromethyl-phenyl)-carbamic acid tert-butyl ester (Example M304) (0.38 g, 0.67 mmol) by treatment with TFA in CH2Cl2 according to the general procedure N. Obtained as an off-white solid (203 mg, 67%). Starting materials: CCOC(=O)CC(C)=O, [Li]CCCC, C1CCOC1, CC(C)c1ccc2c(c1CCCO)OC(C)(C)C2, C=C(C)Cc1ccc(C(C)C)cc1O, CCCCCC, [H-], [Na+], O. The product is CCOC(=O)CC(=O)CC(O)CCc1c(C(C)C)ccc2c1OC(C)(C)C2. RXN SMILES: [C:3]([CH2:4][C:5](=[O:6])[CH3:7])(=[O:8])[O:9][CH2:10][CH3:11].[CH2:12]([Li:13])[CH2:14][CH2:15][CH3:16].[CH2:49]1[O:50][CH2:51][CH2:52][CH2:53]1.[CH3:17][C:18]1([CH3:34])[CH2:19][c:20]2[c:21]([c:23]([CH2:30][CH2:31][CH2:32][OH:33])[c:24]([CH:27]([CH3:28])[CH3:29])[cH:25][cH:26]2)[O:22]1.[CH3:35][C:36](=[CH2:37])[CH2:38][c:39]1[cH:40][cH:41][c:42]([CH:43]([CH3:44])[CH3:45])[cH:46][c:47]1[OH:48].[CH3:55][CH2:56][CH2:57][CH2:58][CH2:59][CH3:60].[H-:1].[Na+:2].[OH2:54]>>[C:3]([CH2:4][C:5](=[O:6])[CH2:7][CH:32]([CH2:31][CH2:30][c:23]1[c:21]2[c:20]([cH:26][cH:25][c:24]1[CH:27]([CH3:28])[CH3:29])[CH2:19][C:18]([CH3:17])([CH3:34])[O:22]2)[OH:33])(=[O:8])[O:9][CH2:10][CH3:11]. The reactants are Cl.NCC1=C(C=CC(=C1)C(C)(C)C)O (2-aminomethyl-4-(1,1-dimethylethyl)-phenol hydrochloride), ice water, N1=CC=CC=C1 (pyridine), C(C)(=O)Cl (acetyl chloride). Solvent: O1CCOCC1 (1,4-dioxane). The product is C(C)(=O)NCC1=C(C=CC(=C1)C(C)(C)C)O (2-Acetamidomethyl-4-(1,1-dimethylethyl)-phenol). RXN SMILES: Cl.[NH2:2][CH2:3][C:4]1[CH:9]=[C:8]([C:10]([CH3:13])([CH3:12])[CH3:11])[CH:7]=[CH:6][C:5]=1[OH:14].N1C=CC=CC=1.[C:21](Cl)(=[O:23])[CH3:22]>O1CCOCC1>[C:21]([NH:2][CH2:3][C:4]1[CH:9]=[C:8]([C:10]([CH3:11])([CH3:13])[CH3:12])[CH:7]=[CH:6][C:5]=1[OH:14])(=[O:23])[CH3:22] |f:0.1|. Reported procedure: 43 g (0.2 mole) of 2-aminomethyl-4-(1,1-dimethylethyl)-phenol hydrochloride are suspended in 400 ml of 1,4-dioxane, and 40 ml of pyridine are added. 40 ml (0.55 mole) of acetyl chloride are added dropwise while stirring and cooling with ice. The mixture is then stirred for 2.5 hours at 90° and poured into ice water, and the precipitate which has crystallized out is filtered off with suction.